This data is from the Open Reaction Database (ORD), a public repository of structured organic reaction records. The task is: describe an organic reaction: reactants, conditions, products, and yield Reaction SMILES: [CH2:5]([SH:6])[CH3:7].[CH3:10][O:11][c:12]1[cH:13][c:14]([O:27][CH3:28])[cH:15][c:16]([CH:18]([CH:19]([CH2:20][CH2:21][CH2:22][CH2:23][CH3:24])[CH3:25])[CH3:26])[cH:17]1.[CH3:1][C:2]([CH3:3])=[O:4].[H-:9].[Na+:8].[OH2:29].[cH:30]1[cH:31][cH:32][cH:33][cH:34][cH:35]1>>[CH3:10][O:11][c:12]1[cH:13][c:14]([OH:27])[cH:15][c:16]([CH:18]([CH:19]([CH2:20][CH2:21][CH2:22][CH2:23][CH3:24])[CH3:25])[CH3:26])[cH:17]1. The product is CCCCCC(C)C(C)c1cc(O)cc(OC)c1. The reactants are CCS, CCCCCC(C)C(C)c1cc(OC)cc(OC)c1, CC(C)=O, [H-], [Na+], O, c1ccccc1. Reactants: CS(C)=O, CCN(C(C)C)C(C)C, O, c1ccc(-c2nsc(N3CCNCC3)n2)cc1, O=C(Nc1nnc(-c2cccnc2)o1)OCC(Cl)(Cl)Cl. The product is O=C(Nc1nnc(-c2cccnc2)o1)N1CCN(c2nc(-c3ccccc3)ns2)CC1. Reaction SMILES: [CH3:48][S:49](=[O:50])[CH3:51].[CH:38]([N:39]([CH:40]([CH3:41])[CH3:42])[CH2:43][CH3:44])([CH3:45])[CH3:46].[OH2:47].[c:21]1(-[c:27]2[n:28][s:29][c:30]([N:32]3[CH2:33][CH2:34][NH:35][CH2:36][CH2:37]3)[n:31]2)[cH:22][cH:23][cH:24][cH:25][cH:26]1.[n:1]1[cH:2][c:3](-[c:7]2[n:8][n:9][c:10]([NH:12][C:13]([O:14][CH2:15][C:16]([Cl:17])([Cl:18])[Cl:19])=[O:20])[o:11]2)[cH:4][cH:5][cH:6]1>>[n:1]1[cH:2][c:3](-[c:7]2[n:8][n:9][c:10]([NH:12][C:13](=[O:20])[N:35]3[CH2:34][CH2:33][N:32]([c:30]4[s:29][n:28][c:27](-[c:21]5[cH:22][cH:23][cH:24][cH:25][cH:26]5)[n:31]4)[CH2:37][CH2:36]3)[o:11]2)[cH:4][cH:5][cH:6]1. Starting materials: Cl.Cl.N(N)C=1C=NC=CC1 (3-hydrazinopyridine.dihydrochloride), C(C=C)#N (acrylonitrile), N(N)C=1C=NC=CC1 (3-hydrazinopyridine), alcohol, alkoxide. Product: N1=CC(=CC=C1)N1N=C(CC1)N (1-(pyridin-3-yl)-4,5-dihydro-1H-pyrazol-3-amine). Reaction SMILES: Cl.Cl.[NH:3]([C:5]1[CH:6]=[N:7][CH:8]=[CH:9][CH:10]=1)[NH2:4].[C:11](#[N:14])[CH:12]=[CH2:13].N(C1C=NC=CC=1)N>>[N:7]1[CH:8]=[CH:9][CH:10]=[C:5]([N:3]2[CH2:13][CH2:12][C:11]([NH2:14])=[N:4]2)[CH:6]=1 |f:0.1.2|. Procedure details: In a typical reaction, 3-hydrazinopyridine.dihydrochloride and an anhydrous alcohol are introduced into a reaction vessel and the alkoxide base is gradually added. The mixture is stirred and the acrylonitrile is added. The mixture is stirred at about 60° C. until most of the 3-hydrazinopyridine has reacted. The mixture is allowed to cool and the excess base is neutralized with acid. The crude 1-(pyridin-3-yl)-4,5-dihydro-1H-pyrazol-3-amine (9a) is conveniently isolated and purified by standard t... Reported procedure: To a solution of 5.56 g (22.9 mmol) of 6-phenylpyridine-2,3-dicarboxylic acid and 7 ml (121.8 mmol) of acetic anhydride in 25 ml of dimethoxyethane (DME) is added 3.7 ml (45.7 mmol) of pyridine. A small exotherm ensues, and the anhydride begins to precipitate. After one hour, the reaction mixture is diluted with ether and hexane to the cloud point, chilled in an ice bath, and filtered. The solid is washed with ether to give 4.73 g of the desired anhydride as a white solid, mp 187°-192° C. Solvent: C(OC)COC (dimethoxyethane). Yields the product C1(=CC=CC=C1)C1=CC=C2C(=N1)C(=O)OC2=O (6-phenylpyridine-2,3-dicarboxylic acid anhydride). Reactants: anhydride, C1(=CC=CC=C1)C1=CC=C(C(=N1)C(=O)O)C(=O)O (6-phenylpyridine-2,3-dicarboxylic acid), C(C)(=O)OC(C)=O (acetic anhydride), N1=CC=CC=C1 (pyridine). Run at time 1 hour. Reaction SMILES: [C:1]1([C:7]2[N:12]=[C:11]([C:13]([OH:15])=O)[C:10]([C:16]([OH:18])=[O:17])=[CH:9][CH:8]=2)[CH:6]=[CH:5][CH:4]=[CH:3][CH:2]=1.C(OC(=O)C)(=O)C.N1C=CC=CC=1>C(COC)OC>[C:1]1([C:7]2[N:12]=[C:11]3[C:13]([O:18][C:16](=[O:17])[C:10]3=[CH:9][CH:8]=2)=[O:15])[CH:2]=[CH:3][CH:4]=[CH:5][CH:6]=1. The yield is 91.7%. Starting materials: CS(=O)(=O)Cl, ClCCl, Nc1cc(F)c(I)cc1F, c1ccncc1. Yields the product CS(=O)(=O)Nc1cc(F)c(I)cc1F. Reaction SMILES: [CH3:11][S:12]([Cl:13])(=[O:14])=[O:15].[Cl:22][CH2:23][Cl:24].[F:1][c:2]1[c:3]([NH2:4])[cH:5][c:6]([F:10])[c:7]([I:9])[cH:8]1.[cH:16]1[cH:17][cH:18][n:19][cH:20][cH:21]1>>[F:1][c:2]1[c:3]([NH:4][S:12]([CH3:11])(=[O:14])=[O:15])[cH:5][c:6]([F:10])[c:7]([I:9])[cH:8]1. Product: Cc1ccc(C#N)cc1C(=O)c1ccc([N+](=O)[O-])cc1Cl. The reactants are CC(=O)[O-], CC(=O)[O-], C1CCOC1, CCOC(C)=O, CC(C)[Mg+], [Cl-], O=C(Cl)c1ccc([N+](=O)[O-])cc1Cl, [Cu+2], Cc1ccc(C#N)cc1I, O. RXN SMILES: [C:34]([O-:35])(=[O:36])[CH3:37].[C:39]([O-:40])(=[O:41])[CH3:42].[CH2:16]1[O:17][CH2:18][CH2:19][CH2:20]1.[CH3:43][CH2:44][O:45][C:46]([CH3:47])=[O:48].[CH:12]([Mg+:13])([CH3:14])[CH3:15].[Cl-:11].[Cl:21][c:22]1[c:23]([C:24](=[O:25])[Cl:26])[cH:27][cH:28][c:29]([N+:31](=[O:32])[O-:33])[cH:30]1.[Cu+2:38].[I:1][c:2]1[cH:3][c:4]([C:5]#[N:6])[cH:7][cH:8][c:9]1[CH3:10].[OH2:49]>>[c:2]1([C:24]([c:23]2[c:22]([Cl:21])[cH:30][c:29]([N+:31](=[O:32])[O-:33])[cH:28][cH:27]2)=[O:25])[cH:3][c:4]([C:5]#[N:6])[cH:7][cH:8][c:9]1[CH3:10]. The reactants are ClC=1N=C(C2=C(N1)C(CC2)C2=CC(=C(C(=C2)F)F)F)NC (2-Chloro-N-methyl-7-(3,4,5-trifluorophenyl)-6,7-dihydro-5H-cyclopenta[d]pyrimidin-4-amine), ClC1=NN(C=N1)C1=C(C=C(N)C=C1)OC (4-(3-chloro-1H-1,2,4-triazol-1-yl)-3-methoxyaniline). The solvent is C(C)(=O)O (acetic acid), C1CCOC1 (THF). Reaction conditions: temperature 80 celsius. Yields the product ClC1=NN(C=N1)C1=C(C=C(C=C1)NC=1N=C(C2=C(N1)C(CC2)C2=CC(=C(C(=C2)F)F)F)NC)OC (N2-(4-(3-chloro-1H-1,2,4-triazol-1-yl)-3-methoxyphenyl)-N4-methyl-7-(3,4,5-trifluorophenyl)-6,7-dihydro-5H-cyclopenta[d]pyrimidine-2,4-diamine). Reaction SMILES: Cl[C:2]1[N:3]=[C:4]([NH:20][CH3:21])[C:5]2[CH2:10][CH2:9][CH:8]([C:11]3[CH:16]=[C:15]([F:17])[C:14]([F:18])=[C:13]([F:19])[CH:12]=3)[C:6]=2[N:7]=1.[Cl:22][C:23]1[N:27]=[CH:26][N:25]([C:28]2[CH:34]=[CH:33][C:31]([NH2:32])=[CH:30][C:29]=2[O:35][CH3:36])[N:24]=1>C(O)(=O)C.C1COCC1>[Cl:22][C:23]1[N:27]=[CH:26][N:25]([C:28]2[CH:34]=[CH:33][C:31]([NH:32][C:2]3[N:3]=[C:4]([NH:20][CH3:21])[C:5]4[CH2:10][CH2:9][CH:8]([C:11]5[CH:12]=[C:13]([F:19])[C:14]([F:18])=[C:15]([F:17])[CH:16]=5)[C:6]=4[N:7]=3)=[CH:30][C:29]=2[O:35][CH3:36])[N:24]=1. Procedure: 2-Chloro-N-methyl-7-(3,4,5-trifluorophenyl)-6,7-dihydro-5H-cyclopenta[d]pyrimidin-4-amine (80 mg, 0.255 mmol) was added to a solution of 4-(3-chloro-1H-1,2,4-triazol-1-yl)-3-methoxyaniline (86 mg, 0.383 mmol) in acetic acid (2 mL) and THF (2.000 mL). The reaction mixture was heated at 80° C. overnight. Partial formation of the desired product was observed. The reaction mixture was heated at 120° C. for 4 h. The crude reaction mixture was purified by preparative HPLC. The appropriate fractions we...